Dataset: the Open Reaction Database (ORD), a public repository of structured organic reaction records. Task: describe an organic reaction: reactants, conditions, products, and yield Reaction SMILES: [C:19]([CH3:20])([CH3:21])([CH3:22])[O:23][C:24](=[O:25])[CH:26]([CH2:27][CH:28]=[CH:29][c:30]1[cH:31][cH:32][cH:33][cH:34][cH:35]1)[CH:36]([C:37](=[O:38])[NH:39][NH2:40])[CH2:41][CH:42]([CH3:43])[CH3:44].[CH2:1]([c:2]1[cH:3][cH:4][cH:5][cH:6][cH:7]1)[O:8][C:9](=[O:10])[N:11]1[CH2:12][C:13](=[O:18])[O:14][C:15](=[O:17])[CH2:16]1.[CH2:46]([N:47]=[C:48]=[N:49][CH2:50][CH2:51][CH2:52][N:53]([CH3:54])[CH3:55])[CH3:56].[Cl:57][CH2:58][Cl:59].[ClH:45]>>[CH2:1]([c:2]1[cH:3][cH:4][cH:5][cH:6][cH:7]1)[O:8][C:9](=[O:10])[N:11]1[CH2:12][C:13](=[O:18])[N:40]([NH:39][C:37]([CH:36]([CH:26]([C:24]([O:23][C:19]([CH3:20])([CH3:21])[CH3:22])=[O:25])[CH2:27][CH:28]=[CH:29][c:30]2[cH:31][cH:32][cH:33][cH:34][cH:35]2)[CH2:41][CH:42]([CH3:43])[CH3:44])=[O:38])[C:15](=[O:17])[CH2:16]1. Reactants: CC(C)CC(C(=O)NN)C(CC=Cc1ccccc1)C(=O)OC(C)(C)C, O=C1CN(C(=O)OCc2ccccc2)CC(=O)O1, CCN=C=NCCCN(C)C, ClCCl, Cl. Product: CC(C)CC(C(=O)NN1C(=O)CN(C(=O)OCc2ccccc2)CC1=O)C(CC=Cc1ccccc1)C(=O)OC(C)(C)C. RXN SMILES: [F:1][C:2]1[CH:13]=[CH:12][C:5]([CH2:6][C:7]2[N:11]=[CH:10][NH:9][N:8]=2)=[CH:4][CH:3]=1.[Mn]([O-])(=O)(=O)=[O:15].[K+]>O>[F:1][C:2]1[CH:13]=[CH:12][C:5]([C:6]([C:7]2[N:11]=[CH:10][NH:9][N:8]=2)=[O:15])=[CH:4][CH:3]=1 |f:1.2|. Reactants: FC1=CC=C(CC2=NNC=N2)C=C1 (3-(4-Fluorobenzyl)-1,2,4-triazole), [Mn](=O)(=O)(=O)[O-].[K+] (potassium permanganate). Procedure details: 3-(4-Fluorobenzyl)-1,2,4-triazole (9 g.) and potassium permanganate (13.5 g.) were heated in water at 80° for 1 hour. The reaction mixture was filtered, and the residue was washed twice each with water and chloroform. The combined filtrate and washings were adjusted to pH 3 and filtered. The solid residue was dissolved, as far as possible, in hot methanol, the solution was filtered and evaporated to dryness to give 3-(4-fluorobenzoyl)-1,2,4-triazole as a cream-colored solid, m.p. 225°-230°. Yields the product FC1=CC=C(C(=O)C2=NNC=N2)C=C1 (3-(4-fluorobenzoyl)-1,2,4-triazole). Run in O (water). The reactants are CC=1NC(=C(C(C1C(=O)OCCN)C1=CC(=CC=C1)[N+](=O)[O-])C(=O)OC)C (2-aminoethyl methyl 1,4-dihydro-2,6-dimethyl-4-(3-nitrophenyl)pyridine -3,5-dicarboxylate), N1C(=NC=C1)CC1=CC=C(C=O)C=C1 (4-(1-imidazolylmethyl)benzaldehyde). Conditions: time 15 hour. The product is CC=1NC(=C(C(C1C(=O)OCCN=CC1=CC=C(C=C1)CC=1NC=CN1)C1=CC(=CC=C1)[N+](=O)[O-])C(=O)OC)C (2-[4-(1-imidazolylmethyl)benzylideneamino]ethyl methyl 1,4-dihydro-2,6-dimethyl-4-(3-nitrophenyl)pyridine-3,5-dicarboxylate). Reaction SMILES: [CH3:1][C:2]1[NH:3][C:4]([CH3:27])=[C:5]([C:23]([O:25][CH3:26])=[O:24])[CH:6]([C:14]2[CH:19]=[CH:18][CH:17]=[C:16]([N+:20]([O-:22])=[O:21])[CH:15]=2)[C:7]=1[C:8]([O:10][CH2:11][CH2:12][NH2:13])=[O:9].[NH:28]1[CH:32]=[CH:31][N:30]=[C:29]1[CH2:33][C:34]1[CH:41]=[CH:40][C:37]([CH:38]=O)=[CH:36][CH:35]=1>>[CH3:1][C:2]1[NH:3][C:4]([CH3:27])=[C:5]([C:23]([O:25][CH3:26])=[O:24])[CH:6]([C:14]2[CH:19]=[CH:18][CH:17]=[C:16]([N+:20]([O-:22])=[O:21])[CH:15]=2)[C:7]=1[C:8]([O:10][CH2:11][CH2:12][N:13]=[CH:38][C:37]1[CH:36]=[CH:35][C:34]([CH2:33][C:29]2[NH:30][CH:31]=[CH:32][N:28]=2)=[CH:41][CH:40]=1)=[O:9]. Reported procedure: 506 mg (1.35 mM) of 2-aminoethyl methyl 1,4-dihydro-2,6-dimethyl-4-(3-nitrophenyl)pyridine -3,5-dicarboxylate was mixed with 251 mg (1.35 mM) of 4-(1-imidazolylmethyl)benzaldehyde and the mixture was stirred for 15 hours at room temperature, whereby the captioned compound was obtained. The yield was 544 mg (100%). Reactants: OC1=C(C(=O)OC)C=CC(=C1)SC (methyl 2-hyroxy-4-(methylthio)benzoate), C(C)(C)(C)OC(=O)NCCO (2-(tert-butoxycarbonylamino)ethanol). The product is C(C)(C)(C)OC(=O)NCCOC1=C(C(=O)OC)C=CC(=C1)SC (Methyl 2-[2-(tert-butoxycarbonylamino)ethoxy]-4-(methylthio)benzoate). RXN SMILES: [OH:1][C:2]1[CH:11]=[C:10]([S:12][CH3:13])[CH:9]=[CH:8][C:3]=1[C:4]([O:6][CH3:7])=[O:5].[C:14]([O:18][C:19]([NH:21][CH2:22][CH2:23]O)=[O:20])([CH3:17])([CH3:16])[CH3:15]>>[C:14]([O:18][C:19]([NH:21][CH2:22][CH2:23][O:1][C:2]1[CH:11]=[C:10]([S:12][CH3:13])[CH:9]=[CH:8][C:3]=1[C:4]([O:6][CH3:7])=[O:5])=[O:20])([CH3:17])([CH3:16])[CH3:15]. Procedure: Methyl 2-[2-(tert-butoxycarbonylamino)ethoxy]-4-(methylthio)benzoate was prepared (12.6 g, 76%) as described in Example 21-C from methyl 2-hyroxy-4-(methylthio)benzoate and 2-(tert-butoxycarbonylamino)ethanol. Reactants: N1N=CC=C1N (1H-pyrazol-5-amine), C(C)(=O)OCC (ethyl acetate), C(=O)OCC (ethyl formate), [O-]CC.[Na+] (sodium ethoxide). The solvent is C1(=CC=CC=C1)C (toluene). Reaction conditions: time 8 hour. Product: N1=CC=C2N1C(=CC=N2)O (pyrazolo[1,5-a]pyrimidin-7-ol). RXN SMILES: C([O:4][CH2:5][CH3:6])(=O)C.[CH:7](OCC)=O.[O-]CC.[Na+].[NH:16]1[C:20]([NH2:21])=[CH:19][CH:18]=[N:17]1>C1(C)C=CC=CC=1>[N:17]1[N:16]2[C:5]([OH:4])=[CH:6][CH:7]=[N:21][C:20]2=[CH:19][CH:18]=1 |f:2.3|. Procedure details: To a mixture of ethyl acetate (88 g, 1.0 mol, 1.0 eq) and ethyl formate (74 g, 1.0 mol, 1.0 eq) in toluene (100 mL), sodium ethoxide (68 g, 1.0 mol, 1.0 eq) is added and the resulting mixture is stirred at RT overnight. The reaction mixture is concentrated in vacuo to remove the solvent. The resulting residue is suspended in EtOH (100 mL) and then 1H-pyrazol-5-amine (41.5 g, 0.5 mol, 0.5 eq) is added in portions to the mixture. The resulting mixture is stirred at reflux for 5 h and concentrated ...